This data is from the Open Reaction Database (ORD), a public repository of structured organic reaction records. The task is: describe an organic reaction: reactants, conditions, products, and yield The reactants are BrC=1C(=NC2=CC=C(C=C2N1)C(=O)OC)C1=CC=CC=C1 (methyl 3-bromo-2-phenylquinoxaline-6-carboxylate), BrC1=CC=C(C=C1)B(O)O (4-bromophenylboronic acid). The product is BrC1=CC=C(C=C1)C=1C(=NC2=CC=C(C=C2N1)C(=O)O)C1=CC=CC=C1 (3-(4-bromophenyl)-2-phenylquinoxaline-6-carboxylic acid). Yield: 11.9%. As a reaction SMILES: Br[C:2]1[C:3]([C:16]2[CH:21]=[CH:20][CH:19]=[CH:18][CH:17]=2)=[N:4][C:5]2[C:10]([N:11]=1)=[CH:9][C:8]([C:12]([O:14]C)=[O:13])=[CH:7][CH:6]=2.[Br:22][C:23]1[CH:28]=[CH:27][C:26](B(O)O)=[CH:25][CH:24]=1>>[Br:22][C:23]1[CH:28]=[CH:27][C:26]([C:2]2[C:3]([C:16]3[CH:21]=[CH:20][CH:19]=[CH:18][CH:17]=3)=[N:4][C:5]3[C:10]([N:11]=2)=[CH:9][C:8]([C:12]([OH:14])=[O:13])=[CH:7][CH:6]=3)=[CH:25][CH:24]=1. Procedure: The product was obtained via a Suzuki coupling reaction using the method previously shown in Example 20, Step 3, using methyl 3-bromo-2-phenylquinoxaline-6-carboxylate (100 mg, 0.29 mmol, 1.00 equiv) and 4-bromophenylboronic acid (67.9 mg, 0.34 mmol, 1.50 equiv) as reactants. Purification via silica gel column (dichloromethane/methanol (5:1)) yielded 14 mg (10%) of 3-(4-bromophenyl)-2-phenylquinoxaline-6-carboxylic acid as a light yellow solid. Starting materials: O=C([O-])[O-], COC(=O)c1cc(O)cc2c1CC(C)O2, CS(=O)(=O)c1ccc(F)cc1, [Cs+], [Cs+], CN(C)C=O. The product is COC(=O)c1cc(Oc2ccc(S(C)(=O)=O)cc2)cc2c1CC(C)O2. Reaction SMILES: [C:12](=[O:13])([O-:14])[O-:15].[CH3:18][O:19][C:20](=[O:21])[c:22]1[cH:23][c:24]([OH:32])[cH:25][c:26]2[c:27]1[CH2:28][CH:29]([CH3:31])[O:30]2.[CH3:1][S:2](=[O:3])(=[O:4])[c:5]1[cH:6][cH:7][c:8]([F:11])[cH:9][cH:10]1.[Cs+:16].[Cs+:17].[O:33]=[CH:34][N:35]([CH3:36])[CH3:37]>>[CH3:1][S:2](=[O:3])(=[O:4])[c:5]1[cH:6][cH:7][c:8]([O:32][c:24]2[cH:23][c:22]([C:20]([O:19][CH3:18])=[O:21])[c:27]3[c:26]([cH:25]2)[O:30][CH:29]([CH3:31])[CH2:28]3)[cH:9][cH:10]1. The reactants are BrC=1C=C2C=CC(=CC2=CC1)O (6-bromo-2-naphthol), NC1=CC=CC=C1 (aniline), O.C1(=CC=C(C=C1)S(=O)(=O)O)C (p-toluene sulfonic acid monohydrate), C(C)(=O)[O-].[Na+] (Sodium acetate). The solvent is C=1(C(=CC=CC1)C)C (xylene), C=1(C(=CC=CC1)C)C (Xylene), C(C)O (ethanol). Run at temperature 85 celsius, time 5 hour. Yields the product C1(=CC=CC=C1)NC1=CC2=CC=C(C=C2C=C1)Br (N-Phenyl-6-bromo-2-naphthylamine). The yield is 88.0%. RXN SMILES: [Br:1][C:2]1[CH:3]=[C:4]2[C:9](=[CH:10][CH:11]=1)[CH:8]=[C:7](O)[CH:6]=[CH:5]2.[NH2:13][C:14]1[CH:19]=[CH:18][CH:17]=[CH:16][CH:15]=1.O.C1(C)C=CC(S(O)(=O)=O)=CC=1.C([O-])(=O)C.[Na+]>C(O)C.C1(C)C(C)=CC=CC=1>[C:14]1([NH:13][C:7]2[CH:6]=[CH:5][C:4]3[C:9](=[CH:10][CH:11]=[C:2]([Br:1])[CH:3]=3)[CH:8]=2)[CH:19]=[CH:18][CH:17]=[CH:16][CH:15]=1 |f:2.3,4.5|. Procedure details: Xylene was distilled from a mixture of 6-bromo-2-naphthol (16.4 g., 0.0735 mol.), aniline (25 ml, 0.274 mol.), xylene (25 ml), and p-toluene sulfonic acid monohydrate (2.7 g., 0.014 mol.) until the reaction temperature reached 190° C. The mixture was held at this temperature for 5 hours, and then cooled to 85° C. Sodium acetate (3.7 g.) and ethanol (100 ml) were added and the mixture was heated to reflux. The solution was cooled to 5° C. and the resulting slurry was filtered. The solids were was... Starting materials: BrC1=CC=C(C=C1)C1=C(C(=NO1)C)C=O (5-(4-bromo-phenyl)-3-methyl-isoxazole-4-carbaldehyde), C1(=CC=CC=C1)C1=NN=C(O1)N (5-phenyl-[1,3,4]oxadiazol-2-ylamine). Yields the product BrC1=CC=C(C=C1)C1=C(C(=NO1)C)CNC=1OC(=NN1)C1=CC=CC=C1 ([5-(4-Bromo-phenyl)-3-methyl-isoxazol-4-ylmethyl]-(5-phenyl-[1,3,4]oxadiazol-2-yl)-amine). Reaction SMILES: [Br:1][C:2]1[CH:7]=[CH:6][C:5]([C:8]2[O:12][N:11]=[C:10]([CH3:13])[C:9]=2[CH:14]=O)=[CH:4][CH:3]=1.[C:16]1([C:22]2[O:26][C:25]([NH2:27])=[N:24][N:23]=2)[CH:21]=[CH:20][CH:19]=[CH:18][CH:17]=1>>[Br:1][C:2]1[CH:3]=[CH:4][C:5]([C:8]2[O:12][N:11]=[C:10]([CH3:13])[C:9]=2[CH2:14][NH:27][C:25]2[O:26][C:22]([C:16]3[CH:21]=[CH:20][CH:19]=[CH:18][CH:17]=3)=[N:23][N:24]=2)=[CH:6][CH:7]=1. Procedure: Prepared according to the procedure described in Example 1, Step 12, using 5-(4-bromo-phenyl)-3-methyl-isoxazole-4-carbaldehyde and 5-phenyl-[1,3,4]oxadiazol-2-ylamine. The reactants are FC1=CC=C(C=C1)C=1ON=C2C1C=CC=C2C (3-(4-fluorophenyl)-7-methyl-2,1-benzisoxazole), BrN1C(CCC1=O)=O (N-bromosuccinimide). Reagents/catalysts: C(C1=CC=CC=C1)(=O)OOC(C1=CC=CC=C1)=O (dibenzoyl peroxide). Solvent: C(Cl)(Cl)(Cl)Cl (carbon tetrachloride). The product is BrCC1=CC=CC2=C(ON=C21)C2=CC=C(C=C2)F (7-(Bromomethyl)-3-(4-fluorophenyl)-2,1-benzisoxazole). Yield: 79.6%. Reaction SMILES: [F:1][C:2]1[CH:7]=[CH:6][C:5]([C:8]2[O:9][N:10]=[C:11]3[C:16]([CH3:17])=[CH:15][CH:14]=[CH:13][C:12]=23)=[CH:4][CH:3]=1.[Br:18]N1C(=O)CCC1=O>C(Cl)(Cl)(Cl)Cl.C(OOC(=O)C1C=CC=CC=1)(=O)C1C=CC=CC=1>[Br:18][CH2:17][C:16]1[C:11]2[C:12](=[C:8]([C:5]3[CH:4]=[CH:3][C:2]([F:1])=[CH:7][CH:6]=3)[O:9][N:10]=2)[CH:13]=[CH:14][CH:15]=1. Procedure details: A mixture of 9.7 g (0.0427 mole) of 3-(4-fluorophenyl)-7-methyl-2,1-benzisoxazole, 7.7 g (0.0431 mole) of N-bromosuccinimide and 0.2 g of dibenzoyl peroxide in 300 ml of carbon tetrachloride was heated at reflux under floodlight illumination and under an argon atmosphere for 3.5 hr. The cooled reaction mixture was filtered and the filtrate was concentrated under reduced pressure to give 10.4 g of solid. The solid was recrystallized twice from 2-propanol to give 9.0 g (69%) of light-yellow, fluff...